Dataset: the Open Reaction Database (ORD), a public repository of structured organic reaction records. Task: describe an organic reaction: reactants, conditions, products, and yield Reactants: C1(=CC=CC=C1)C=1C=C(SC1C(F)(F)F)C(C)=O (1-[4-phenyl-5-(trifluoromethyl)-2-thienyl]ethanone), CC(C)C[AlH]CC(C)C (DIBAL), [C@@H]([C@H](C(=O)[O-])O)(C(=O)[O-])O.[Na+].[K+] (Rochelle salt). The solvent is C1CCOC1 (THF). Reaction conditions: temperature 25 celsius, time 3 hour. The product is C1(=CC=CC=C1)C=1C=C(SC1C(F)(F)F)C(C)O (1-[4-phenyl-5-(trifluoromethyl)-2-thienyl]ethanol). The yield is 98.3%. RXN SMILES: [C:1]1([C:7]2[CH:8]=[C:9]([C:16](=[O:18])[CH3:17])[S:10][C:11]=2[C:12]([F:15])([F:14])[F:13])[CH:6]=[CH:5][CH:4]=[CH:3][CH:2]=1.CC(C[AlH]CC(C)C)C.[C@H](O)(C([O-])=O)[C@@H](O)C([O-])=O.[Na+].[K+]>C1COCC1>[C:1]1([C:7]2[CH:8]=[C:9]([CH:16]([OH:18])[CH3:17])[S:10][C:11]=2[C:12]([F:13])([F:14])[F:15])[CH:2]=[CH:3][CH:4]=[CH:5][CH:6]=1 |f:2.3.4|. Procedure details: To a solution of 1-[4-phenyl-5-(trifluoromethyl)-2-thienyl]ethanone (1.0 g) in THF (20 mL) was added dropwise DIBAL (0.99 M solution in toluene, 9.34 mL) at −78° C. The reaction mixture was warmed to 25° C. and stirred for 3 hours and a saturated aqueous Rochelle salt solution (50 mL) was added thereto, followed by extraction with EtOAc (50 mL) three times. The organic layer was washed with brine, dried over MgSO4, and then concentrated under reduced pressure. The residue was purified by silica ... Starting materials: ClC1=NC=CC(=N1)C1=C(N=C(S1)C(C)C)C=1C=C(C=CC1)NS(=O)(=O)C1=CC(=CC=C1)F (N-{3-[5-(2-chloro-4-pyrimidinyl)-2-(1-methylethyl)-1,3-thiazol-4-yl]phenyl}-3-fluorobenzenesulfonamide), CN (methylamine), C(=O)([O-])[O-].[K+].[K+] (K2CO3). The solvent is C(CCC)O (1-butanol). The product is FC=1C=C(C=CC1)S(=O)(=O)NC1=CC(=CC=C1)C=1N=C(SC1C1=NC(=NC=C1)NC)C(C)C (3-Fluoro-N-{3-[5-[2-(methylamino)-4-pyrimidinyl]-2-(1-methylethyl)-1,3-thiazol-4-yl]phenyl}benzenesulfonamide). RXN SMILES: Cl[C:2]1[N:7]=[C:6]([C:8]2[S:12][C:11]([CH:13]([CH3:15])[CH3:14])=[N:10][C:9]=2[C:16]2[CH:17]=[C:18]([NH:22][S:23]([C:26]3[CH:31]=[CH:30][CH:29]=[C:28]([F:32])[CH:27]=3)(=[O:25])=[O:24])[CH:19]=[CH:20][CH:21]=2)[CH:5]=[CH:4][N:3]=1.[CH3:33][NH2:34].C([O-])([O-])=O.[K+].[K+]>C(O)CCC>[F:32][C:28]1[CH:27]=[C:26]([S:23]([NH:22][C:18]2[CH:19]=[CH:20][CH:21]=[C:16]([C:9]3[N:10]=[C:11]([CH:13]([CH3:15])[CH3:14])[S:12][C:8]=3[C:6]3[CH:5]=[CH:4][N:3]=[C:2]([NH:34][CH3:33])[N:7]=3)[CH:17]=2)(=[O:25])=[O:24])[CH:31]=[CH:30][CH:29]=1 |f:2.3.4|. Procedure: Following a procedure analogous to the procedure described in Example 1 using N-{3-[5-(2-chloro-4-pyrimidinyl)-2-(1-methylethyl)-1,3-thiazol-4-yl]phenyl}-3-fluorobenzenesulfonamide (100 mg, 0.20 mmol), methylamine (2.0 M in THF, 2.0 mL, 4.0 mmol) and K2CO3 (283 mg, 2.0 mmol) in 1-butanol (5 mL) the title compound was obtained as a white powder (100 mg, 0.21 mmol, 100% yield). 1H NMR (400 MHz, DMSO-d6): δ 10.51 (s, 1H), 8.02 (d, J=5.1 Hz, 1H), 7.57-7.65 (m, 2H), 7.48-7.53 (m, 2H), 7.33 (t, J=7.8 ... Reactants: O1C(=CC=C1)P(C=1OC=CC1)C=1OC=CC1 (tri(2-furyl)phosphine), ClC=1C=CC2=C(NC(C(=C(C2=O)I)OC)=O)C1 (8-chloro-4-iodo-3-methoxy-2,5-dioxo-2,5-dihydro-1H-benz[b]-azepine), C(CCC)[Sn](C1=CSC=C1)(CCCC)CCCC (3-tributylstannylthiophene). The reagents and catalysts are C=1C=CC(=CC1)/C=C/C(=O)/C=C/C2=CC=CC=C2.C=1C=CC(=CC1)/C=C/C(=O)/C=C/C2=CC=CC=C2.C=1C=CC(=CC1)/C=C/C(=O)/C=C/C2=CC=CC=C2.[Pd].[Pd] (tris(dibenzylideneacetone)dipalladium). The solvent is C1(=CC=CC=C1)C (toluene). Run at time 10 minute. Yields the product S1C=C(C=C1)C=1C(C2=C(NC(C1OC)=O)C=C(C=C2)Cl)=O (4-(3-thienyl)-8-chloro-3-methoxy-2,5-dioxo-2,5-dihydro-1H-benz[b]azepine). Isolated yield 33.7%. As a reaction SMILES: O1C=CC=C1P(C1OC=CC=1)C1OC=CC=1.[Cl:17][C:18]1[CH:19]=[CH:20][C:21]2[C:27](=[O:28])[C:26](I)=[C:25]([O:30][CH3:31])[C:24](=[O:32])[NH:23][C:22]=2[CH:33]=1.C([Sn](CCCC)(CCCC)[C:39]1[CH:43]=[CH:42][S:41][CH:40]=1)CCC>C1(C)C=CC=CC=1.C1C=CC(/C=C/C(/C=C/C2C=CC=CC=2)=O)=CC=1.C1C=CC(/C=C/C(/C=C/C2C=CC=CC=2)=O)=CC=1.C1C=CC(/C=C/C(/C=C/C2C=CC=CC=2)=O)=CC=1.[Pd].[Pd]>[S:41]1[CH:42]=[CH:43][C:39]([C:26]2[C:27](=[O:28])[C:21]3[CH:20]=[CH:19][C:18]([Cl:17])=[CH:33][C:22]=3[NH:23][C:24](=[O:32])[C:25]=2[O:30][CH3:31])=[CH:40]1 |f:4.5.6.7.8|. Procedure: A solution of tri(2-furyl)phosphine (0.046 g) and tris(dibenzylideneacetone)dipalladium (O) (0.046 g) in toluene (75 mL) was allowed to stir for 10 minutes. To this solution was added 8-chloro-4-iodo-3-methoxy-2,5-dioxo-2,5-dihydro-1H-benz[b]-azepine (1.82 g), followed by 3-tributylstannylthiophene (2.2 g). The reaction was heated to reflux for 3 hours. After allowing the reaction mixture to cool to room temperature and stir for 16 hours, a solid precipitated. The filtered solid was recrystalliz... The reactants are CC#CCn1c(N2CCN(C(=O)OC(C)(C)C)CC2)nc2nc(Cl)n(C)c(=O)c21, CN1CCCC1=O, N#C[Na], O. Yields the product CC#CCn1c(N2CCN(C(=O)OC(C)(C)C)CC2)nc2nc(C#N)n(C)c(=O)c21. As a reaction SMILES: [CH2:1]([C:2]#[C:3][CH3:4])[n:5]1[c:6]([N:17]2[CH2:18][CH2:19][N:20]([C:23](=[O:24])[O:25][C:26]([CH3:27])([CH3:28])[CH3:29])[CH2:21][CH2:22]2)[n:7][c:8]2[n:9][c:10]([Cl:16])[n:11]([CH3:15])[c:12](=[O:14])[c:13]12.[CH3:34][N:35]1[CH2:36][CH2:37][CH2:38][C:39]1=[O:40].[Na:30][C:31]#[N:32].[OH2:33]>>[CH2:1]([C:2]#[C:3][CH3:4])[n:5]1[c:6]([N:17]2[CH2:18][CH2:19][N:20]([C:23](=[O:24])[O:25][C:26]([CH3:27])([CH3:28])[CH3:29])[CH2:21][CH2:22]2)[n:7][c:8]2[n:9][c:10]([C:31]#[N:32])[n:11]([CH3:15])[c:12](=[O:14])[c:13]12. Starting materials: CC(=O)Nc1ccc(Oc2ccc(C(=O)O)cc2)cc1, CO, ClCCl, NC1CN2CCC1CC2, CN(C)C=O, O=P(Cl)(Oc1ccccc1)Oc1ccccc1. Product: CC(=O)Nc1ccc(Oc2ccc(C(=O)NC3CN4CCC3CC4)cc2)cc1. Reaction SMILES: [C:1]([CH3:2])(=[O:3])[NH:4][c:5]1[cH:6][cH:7][c:8]([O:9][c:10]2[cH:11][cH:12][c:13]([C:14](=[O:15])[OH:16])[cH:17][cH:18]2)[cH:19][cH:20]1.[CH3:47][OH:48].[Cl:49][CH2:50][Cl:51].[NH2:38][CH:39]1[CH2:40][N:41]2[CH2:42][CH2:43][CH:44]1[CH2:45][CH2:46]2.[O:52]=[CH:53][N:54]([CH3:55])[CH3:56].[c:21]1([O:22][P:23]([Cl:24])([O:25][c:26]2[cH:27][cH:28][cH:29][cH:30][cH:31]2)=[O:32])[cH:33][cH:34][cH:35][cH:36][cH:37]1>>[C:1]([CH3:2])(=[O:3])[NH:4][c:5]1[cH:6][cH:7][c:8]([O:9][c:10]2[cH:11][cH:12][c:13]([C:14](=[O:16])[NH:38][CH:39]3[CH2:40][N:41]4[CH2:42][CH2:43][CH:44]3[CH2:45][CH2:46]4)[cH:17][cH:18]2)[cH:19][cH:20]1. The reactants are CC(C)O, CCCc1c(OCCCOc2ccc3c(c2)OC(CC)(C(=O)OCC)CC3)ccc2c(C(F)(F)F)noc12, [Na+], [OH-]. The product is CCCc1c(OCCCOc2ccc3c(c2)OC(CC)(C(=O)O)CC3)ccc2c(C(F)(F)F)noc12. RXN SMILES: [CH:41]([OH:42])([CH3:43])[CH3:44].[F:1][C:2]([c:3]1[n:4][o:5][c:6]2[c:7]1[cH:8][cH:9][c:10]([O:15][CH2:16][CH2:17][CH2:18][O:19][c:20]1[cH:21][cH:22][c:23]3[c:28]([cH:29]1)[O:27][C:26]([C:30](=[O:31])[O:32][CH2:33][CH3:34])([CH2:35][CH3:36])[CH2:25][CH2:24]3)[c:11]2[CH2:12][CH2:13][CH3:14])([F:37])[F:38].[Na+:40].[OH-:39]>>[F:1][C:2]([c:3]1[n:4][o:5][c:6]2[c:7]1[cH:8][cH:9][c:10]([O:15][CH2:16][CH2:17][CH2:18][O:19][c:20]1[cH:21][cH:22][c:23]3[c:28]([cH:29]1)[O:27][C:26]([C:30](=[O:31])[OH:32])([CH2:35][CH3:36])[CH2:25][CH2:24]3)[c:11]2[CH2:12][CH2:13][CH3:14])([F:37])[F:38]. Reactants: solution, B(F)(F)F (boron trifluoride), O (water), SC1=NC=2N(C(=C1)C(F)(F)F)N=CC2C(=O)N (5-mercapto-7-(trifluoromethyl)-pyrazolo[1,5-a]pyrimidine-3-carboxamide), CC(=O)OCC1=C(N2[C@@H]([C@@H](C2=O)N)SC1)C(=O)O ((7R)-7-aminocephalosporanic acid). The solvent is C(C)#N (acetonitrile), C(C)#N (acetonitrile). Reaction conditions: time 5 hour. Product: N[C@H]1[C@H]2SCC(=C(N2C1=O)C(=O)O)CSC1=NC=2N(C(=C1)C(F)(F)F)N=CC2C(N)=O ((6R,7R)-7-amino-3-[[(3-carbamoyl-7-(trifluoromethyl)pyrazolo[1,5-a]-pyrimidin-5-yl)thio]methyl]-8-oxo-5-thia-1-azabicyclo-[4.2.0]oct-2-ene-2-carboxylic acid). RXN SMILES: [SH:1][C:2]1[CH:7]=[C:6]([C:8]([F:11])([F:10])[F:9])[N:5]2[N:12]=[CH:13][C:14]([C:15]([NH2:17])=[O:16])=[C:4]2[N:3]=1.CC(O[CH2:22][C:23]1[CH2:32][S:31][C@@H:26]2[C@H:27]([NH2:30])[C:28](=[O:29])[N:25]2[C:24]=1[C:33]([OH:35])=[O:34])=O.B(F)(F)F.O>C(#N)C>[NH2:30][C@@H:27]1[C:28](=[O:29])[N:25]2[C@@H:26]1[S:31][CH2:32][C:23]([CH2:22][S:1][C:2]1[CH:7]=[C:6]([C:8]([F:11])([F:9])[F:10])[N:5]3[N:12]=[CH:13][C:14]([C:15](=[O:16])[NH2:17])=[C:4]3[N:3]=1)=[C:24]2[C:33]([OH:35])=[O:34]. Procedure details: A mixture of 1.60 g of 5-mercapto-7-(trifluoromethyl)-pyrazolo[1,5-a]pyrimidine-3-carboxamide and 1.66 g of (7R)-7-aminocephalosporanic acid in 120 ml of acetonitrile was treated while stirring with 20 ml of a 20 percent solution of boron trifluoride in acetonitrile and stirred at 20° for a further 5 hours. 100 ml of water were added and the mixture was concentrated in a vacuum to a volume of about 80 ml. The pH was adjusted to 2.8 with 25 percent aqueous ammonia. After stirring for 1 hour, the ...